This data is from the Open Reaction Database (ORD), a public repository of structured organic reaction records. The task is: describe an organic reaction: reactants, conditions, products, and yield The reactants are C(C)(=O)Cl (acetyl chloride), C(C)(=O)Cl (acetyl chloride), O1CCOCC1.Cl (HCl dioxane), NC=1C=C(C(=O)O)C=CC1NC1CCOCC1 (3-amino-4-((tetrahydropyran-4-yl)amino)benzoic acid). Solvent: O1CCOCC1 (dioxane), O1CCOCC1 (dioxane), O1CCOCC1 (dioxane). Reaction conditions: temperature 10 celsius, time 2.5 hour. Product: Cl.CC1=NC2=C(N1C1CCOCC1)C=CC(=C2)C(=O)O (2-methyl-1-(tetrahydropyran-4-yl)benzimidazole-5-carboxylic acid HCl salt). The yield is 93.1%. RXN SMILES: [NH2:1][C:2]1[CH:3]=[C:4]([CH:8]=[CH:9][C:10]=1[NH:11][CH:12]1[CH2:17][CH2:16][O:15][CH2:14][CH2:13]1)[C:5]([OH:7])=[O:6].[C:18]([Cl:21])(=O)[CH3:19].O1CCOCC1.Cl>O1CCOCC1>[ClH:21].[CH3:18][C:19]1[N:11]([CH:12]2[CH2:17][CH2:16][O:15][CH2:14][CH2:13]2)[C:10]2[CH:9]=[CH:8][C:4]([C:5]([OH:7])=[O:6])=[CH:3][C:2]=2[N:1]=1 |f:2.3,5.6|. Reported procedure: 3-Amino-4-((tetrahydropyran-4-yl)amino)benzoic acid (see Working Example 4-2) (90 g, 0.38 mol) was dissolved in dioxane (900 mL), and after cooling to 10° C., a solution of acetyl chloride (35.0 g, 0.45 mol) in dioxane (900 mL) was added dropwise over the course of 35 minutes. After heating to reflux with stirring for 2.5 h, another solution of acetyl chloride (15.8 g, 0.20 mol) in dioxane (200 mL) was added to the reaction solution, and this was further heated to reflux with stirring for 3 hour... Product: CC(C)(C)OC(=O)NC(Cc1ccccc1)C(=O)NC(Cc1ccc(C(F)(F)F)cc1)C(O)c1ccc(F)cc1. The reactants are CC(C)(C)OC(=O)NC(Cc1ccccc1)C(=O)O, CCN=C=NCCCN(C)C, CC#N, Cl, NC(Cc1ccc(C(F)(F)F)cc1)C(O)c1ccc(F)cc1, O, On1nnc2ccccc21. As a reaction SMILES: [C:23]([CH3:24])([CH3:25])([CH3:26])[O:27][C:28](=[O:29])[NH:30][CH:31]([CH2:32][c:33]1[cH:34][cH:35][cH:36][cH:37][cH:38]1)[C:39](=[O:40])[OH:41].[CH2:43]([N:44]=[C:45]=[N:46][CH2:47][CH2:48][CH2:49][N:50]([CH3:51])[CH3:52])[CH3:53].[CH3:64][C:65]#[N:66].[ClH:42].[NH2:1][CH:2]([CH:3]([OH:4])[c:5]1[cH:6][cH:7][c:8]([F:11])[cH:9][cH:10]1)[CH2:12][c:13]1[cH:14][cH:15][c:16]([C:19]([F:20])([F:21])[F:22])[cH:17][cH:18]1.[OH2:67].[OH:54][n:55]1[c:56]2[cH:57][cH:58][cH:59][cH:60][c:61]2[n:62][n:63]1>>[NH:1]([CH:2]([CH:3]([OH:4])[c:5]1[cH:6][cH:7][c:8]([F:11])[cH:9][cH:10]1)[CH2:12][c:13]1[cH:14][cH:15][c:16]([C:19]([F:20])([F:21])[F:22])[cH:17][cH:18]1)[C:39]([CH:31]([NH:30][C:28]([O:27][C:23]([CH3:24])([CH3:25])[CH3:26])=[O:29])[CH2:32][c:33]1[cH:34][cH:35][cH:36][cH:37][cH:38]1)=[O:40]. Reactants: O=C(O)Cc1cncc(Br)c1, C1CCOC1, CCOC(C)=O, O. The product is OCCc1cncc(Br)c1. As a reaction SMILES: [Br:1][c:2]1[cH:3][c:4]([CH2:8][C:9](=[O:10])[OH:11])[cH:5][n:6][cH:7]1.[CH2:13]1[O:14][CH2:15][CH2:16][CH2:17]1.[CH3:18][CH2:19][O:20][C:21](=[O:22])[CH3:23].[OH2:12]>>[Br:1][c:2]1[cH:3][c:4]([CH2:8][CH2:9][OH:10])[cH:5][n:6][cH:7]1. The reactants are O.ClCC(CS(=O)(=O)[O-])O.[Na+] (sodium 3-chloro-2-hydroxypropanesulfonate hydrate), O.[SH-].[Na+] (sodium hydrosulfide hydrate). The solvent is CN(C)C=O (DMF). Yields the product SCC(CS(=O)(=O)[O-])O.[Na+] (sodium 3-mercapto-2-hydroxypropane sulfonate). The yield is 172.6%. As a reaction SMILES: O.Cl[CH2:3][CH:4]([OH:10])[CH2:5][S:6]([O-:9])(=[O:8])=[O:7].[Na+:11].O.[SH-:13].[Na+]>CN(C=O)C>[SH:13][CH2:3][CH:4]([OH:10])[CH2:5][S:6]([O-:9])(=[O:8])=[O:7].[Na+:11] |f:0.1.2,3.4.5,7.8|. Procedure details: To sodium 3-chloro-2-hydroxypropanesulfonate hydrate (2.0 g), sodium hydrosulfide hydrate (0.42 g) was added in 10 mL DMF. The mixture was refluxed overnight. When the reaction mixture was cooled down, white solid was isolated, rinsed with ether and acetone to obtain 1.9 g crude sodium 3-mercapto-2-hydroxypropane sulfonate. The crude product was dissolved in water and preferentially precipitated the desired product by adding acetone. The precipitated product was then filtered and dried under vac... Reactants: C(C1=CC=CC=C1)N(C=1N=CC=C2C1NC(=C2)CO)CC2=CC=CC=C2 ([7-(Dibenzylamino)-1H-pyrrolo[2,3-c]pyridin-2-yl]methanol). The reagents and catalysts are [O-2].[O-2].[Mn+4] (Manganese dioxide). Solvent: methylene chlorine. Conditions: time 20 hour. Yields the product C(C1=CC=CC=C1)N(C=1N=CC=C2C1NC(=C2)C=O)CC2=CC=CC=C2 (7-(dibenzylamino)-1H-pyrrolo[2,3-c]pyridine-2-carboxaldehyde). The yield is 59.7%. As a reaction SMILES: [CH2:1]([N:8]([CH2:20][C:21]1[CH:26]=[CH:25][CH:24]=[CH:23][CH:22]=1)[C:9]1[N:10]=[CH:11][CH:12]=[C:13]2[CH:17]=[C:16]([CH2:18][OH:19])[NH:15][C:14]=12)[C:2]1[CH:7]=[CH:6][CH:5]=[CH:4][CH:3]=1>C=Cl.[O-2].[O-2].[Mn+4]>[CH2:20]([N:8]([CH2:1][C:2]1[CH:7]=[CH:6][CH:5]=[CH:4][CH:3]=1)[C:9]1[N:10]=[CH:11][CH:12]=[C:13]2[CH:17]=[C:16]([CH:18]=[O:19])[NH:15][C:14]=12)[C:21]1[CH:22]=[CH:23][CH:24]=[CH:25][CH:26]=1 |f:2.3.4|. Reported procedure: [7-(Dibenzylamino)-1H-pyrrolo[2,3-c]pyridin-2-yl]methanol (3.0 g, 8.74 mmol) was dissolved in methylene chlorine (175 mL). Manganese dioxide (8.0 g, 92 mmol) was added and the reaction mixture was stirred at room temperature for 20 h. The slurry was filtered through diatomaceous earth to remove the catalyst, and the filtrate was concentrated to a dark oil. Purification by Biotage chromatography (10-30% ethyl acetate in hexanes) provided 7-(dibenzylamino)-1H-pyrrolo[2,3-c]pyridine-2-carboxaldehyd... Procedure: To a solution of diisopropylamine (7.6 mL, 54.3 mmol) in 200 mL THF cooled to −78° C. was added n-butyllithium (21.8 mL 2.5 M in hexane, 54.3 mmol) under argon.The solution was stirred for 10 minutes, then a solution of 1,4-cyclohexanedione monoethylene ketal (8.5 g, 54.3 mmol) in 75 mL THF was added slowly. The solution was stirred for 10 min, then a solution of N-phenyltrifluoromethane sulfonamide (19.5 g, 54.3 mmol) in 150 mL THF was added slowly. The reaction solution was warmed to r.t., pou... RXN SMILES: C(NC(C)C)(C)C.C([Li])CCC.[CH2:13]1[O:23][C:16]2([CH2:21][CH2:20][C:19](=[O:22])[CH2:18][CH2:17]2)[O:15][CH2:14]1.C1(N[S:31]([C:34]([F:37])([F:36])[F:35])(=[O:33])=[O:32])C=CC=CC=1.C(=O)(O)[O-].[Na+]>C1COCC1>[O:23]1[C:16]2([CH2:17][CH2:18][C:19]([O:22][S:31]([C:34]([F:37])([F:36])[F:35])(=[O:33])=[O:32])=[CH:20][CH2:21]2)[O:15][CH2:14][CH2:13]1 |f:4.5|. Reactants: C1COC2(CCC(CC2)=O)O1 (1,4-cyclohexanedione monoethylene ketal), C1(=CC=CC=C1)NS(=O)(=O)C(F)(F)F (N-phenyltrifluoromethane sulfonamide), C([O-])(O)=O.[Na+] (sodium bicarbonate), C(C)(C)NC(C)C (diisopropylamine), C(CCC)[Li] (n-butyllithium). The product is O1CCOC12CC=C(CC2)OS(=O)(=O)C(F)(F)F (Trifluoromethanesulfonic acid 1,4-dioxa-spiro[4.5]dec-7-en-8yl ester). Run in C1CCOC1 (THF), C1CCOC1 (THF), C1CCOC1 (THF). Run at time 10 minute. The reactants are COCCOC, CCOC=O, [H-], [Na+], CCOC(=O)CCc1ccco1. Yields the product CCOC(=O)C(C=O)Cc1ccco1. Reaction SMILES: [CH3:20][O:21][CH2:22][CH2:23][O:24][CH3:25].[CH:13](=[O:14])[O:15][CH2:16][CH3:17].[H-:18].[Na+:19].[o:1]1[c:2]([CH2:6][CH2:7][C:8](=[O:9])[O:10][CH2:11][CH3:12])[cH:3][cH:4][cH:5]1>>[o:1]1[c:2]([CH2:6][CH:7]([C:8](=[O:9])[O:10][CH2:11][CH3:12])[CH:13]=[O:14])[cH:3][cH:4][cH:5]1. Reported procedure: N-(4-Bromo-3-hydroxyphenyl)acetamide (19.4 g), anhydrous potassium carbonate (25.6 g), 1-(2 chloroethyl)piperidine hydrochloride (15.78 g) and acetone (400 ml) were heated at reflux for 18 h, filtered and evaporated to dryness to give the product as a solid (17.48 g). Reactants: BrC1=C(C=C(C=C1)NC(C)=O)O (N-(4-Bromo-3-hydroxyphenyl)acetamide), C([O-])([O-])=O.[K+].[K+] (potassium carbonate), Cl.ClCCN1CCCCC1 (1-(2 chloroethyl)piperidine hydrochloride). As a reaction SMILES: [Br:1][C:2]1[CH:7]=[CH:6][C:5]([NH:8][C:9](=[O:11])[CH3:10])=[CH:4][C:3]=1[OH:12].C(=O)([O-])[O-].[K+].[K+].Cl.Cl[CH2:21][CH2:22][N:23]1[CH2:28][CH2:27][CH2:26][CH2:25][CH2:24]1>CC(C)=O>[Br:1][C:2]1[CH:7]=[CH:6][C:5]([NH:8][C:9](=[O:11])[CH3:10])=[CH:4][C:3]=1[O:12][CH2:21][CH2:22][N:23]1[CH2:28][CH2:27][CH2:26][CH2:25][CH2:24]1 |f:1.2.3,4.5|. The solvent is CC(=O)C (acetone). Yields the product BrC1=C(C=C(C=C1)NC(C)=O)OCCN1CCCCC1 (N-[4-Bromo-3-(2-{piperidin-1-yl}ethoxy)phenyl]acetamide). Yield: 60.7%.